Task: describe an organic reaction: reactants, conditions, products, and yield. Dataset: the Open Reaction Database (ORD), a public repository of structured organic reaction records The reactants are C(C=CC1=CC=CC=C1)(=O)OC1=C(C(=C(C(=C1)Cl)OC1=CC=C(C=C1)[N+](=O)[O-])Cl)CC (ethyl(3,5-dichloro-4-[4-nitrophenoxy]phenyl) cinnamate), dihydrate, C(C)OC(C)=O (ethylacetate). The solvent is C(C)O (ethanol). Product: C(C=CC1=CC=CC=C1)(=O)OC1=C(C(=C(C(=C1)Cl)OC1=CC=C(C=C1)N)Cl)CC (ethyl(3,5-dichloro-4-[4-aminophenoxy]phenyl) cinnamate). Yield: 85.6%. RXN SMILES: [C:1]([O:11][C:12]1[CH:17]=[C:16]([Cl:18])[C:15]([O:19][C:20]2[CH:25]=[CH:24][C:23]([N+:26]([O-])=O)=[CH:22][CH:21]=2)=[C:14]([Cl:29])[C:13]=1[CH2:30][CH3:31])(=[O:10])[CH:2]=[CH:3][C:4]1[CH:9]=[CH:8][CH:7]=[CH:6][CH:5]=1.C(OC(=O)C)C>C(O)C>[C:1]([O:11][C:12]1[CH:17]=[C:16]([Cl:18])[C:15]([O:19][C:20]2[CH:21]=[CH:22][C:23]([NH2:26])=[CH:24][CH:25]=2)=[C:14]([Cl:29])[C:13]=1[CH2:30][CH3:31])(=[O:10])[CH:2]=[CH:3][C:4]1[CH:5]=[CH:6][CH:7]=[CH:8][CH:9]=1. Procedure details: A mixture of ethyl(3,5-dichloro-4-[4-nitrophenoxy]phenyl) cinnamate (0.65 g), tindichloride dihydrate (1.0 g), ethylacetate (25 mL) and ethanol (25 mL) was heated at reflux for one hour. The reaction mixture was concentrated and the residue partioned beetween diethyl ether and sodium hydroxide (1 N). After purification on column (silica gel, ethyl acetate/petrolium ether, 3:7), 0.52 g of ethyl(3,5-dichloro-4-[4-aminophenoxy]phenyl) cinnamate was obtained.